From a dataset of the Open Reaction Database (ORD), a public repository of structured organic reaction records. describe an organic reaction: reactants, conditions, products, and yield Run at time 2 hour. Procedure: Trifluoroacetic acid (1.25 mL, 5 times) was added to a stirred solution of 5-((4-methoxybenzyl)oxy)-3-methyl-2-vinylpyridine (250 mg, 0.00098 mmol) in anisole (0.5 mL). The reaction mixture was stirred for 2 h at ambient temperature. After completion of the reaction, the reaction mixture was concentrated and quenched with saturated NaHCO3 solution (2 ml). The reaction mixture was extracted with ethyl acetate (2×10 mL) and the combined organic layers were washed with brine, dried over anhydrous s... The yield is 76.0%. Starting materials: FC(C(=O)O)(F)F (Trifluoroacetic acid), COC1=CC=C(COC=2C=C(C(=NC2)C=C)C)C=C1 (5-((4-methoxybenzyl)oxy)-3-methyl-2-vinylpyridine). As a reaction SMILES: FC(F)(F)C(O)=O.COC1C=CC(C[O:15][C:16]2[CH:17]=[C:18]([CH3:24])[C:19]([CH:22]=[CH2:23])=[N:20][CH:21]=2)=CC=1>C1(OC)C=CC=CC=1>[CH3:24][C:18]1[CH:17]=[C:16]([OH:15])[CH:21]=[N:20][C:19]=1[CH:22]=[CH2:23]. Run in C1(=CC=CC=C1)OC (anisole). The product is CC=1C=C(C=NC1C=C)O (5-methyl-6-vinylpyridin-3-ol), solid. Reactants: COC1=CC=C(C2=C3C4=CC=CC=C4C(=C12)C(C3O)O)OC (1,4-dimethoxy-11,12-dihydroxy-9,10-ethano-anthracene), C(C)(=O)[O-].C(C)(=O)[O-].C(C)(=O)[O-].C(C)(=O)[O-].[Pb+4] (lead tetraacetate). Run in C(C)(=O)O (acetic acid). Run at time 2 hour. Product: COC1=CC=C(C2=C(C3=CC=CC=C3C(=C12)C=O)C=O)OC (1,4-Dimethoxy-9,10-anthracenedicarboxaldehyde). Reaction SMILES: [CH3:1][O:2][C:3]1[C:16]2[C:7](=[C:8]3[CH:18]([OH:19])[CH:17]([OH:20])[C:15]=2[C:14]2[C:9]3=[CH:10][CH:11]=[CH:12][CH:13]=2)[C:6]([O:21][CH3:22])=[CH:5][CH:4]=1.C([O-])(=O)C.C([O-])(=O)C.C([O-])(=O)C.C([O-])(=O)C.[Pb+4]>C(O)(=O)C>[CH3:22][O:21][C:6]1[C:7]2[C:16](=[C:15]([CH:17]=[O:20])[C:14]3[C:9]([C:8]=2[CH:18]=[O:19])=[CH:10][CH:11]=[CH:12][CH:13]=3)[C:3]([O:2][CH3:1])=[CH:4][CH:5]=1 |f:1.2.3.4.5|. Reported procedure: A mixture of isomers of 1,4-dimethoxy-11,12-dihydroxy-9,10-ethano-anthracene weighing 10 g. is dissolved in 150 ml. of glacial acetic acid at 50° C. and treated portionwise with 30 g. of lead tetraacetate. After 2 hours at 50° C., the solution is filtered to remove insoluble materials and cooled yielding orange crystals, which are filtered, washed with glacial acetic acid and dried, m.p. 208°-212° C. Starting materials: O=[N+]([O-])c1ccc(S(=O)(=O)Cl)cc1, CCOC(=O)Cc1csc(N)n1. Yields the product CCOC(=O)Cc1csc(NS(=O)(=O)c2ccc([N+](=O)[O-])cc2)n1. As a reaction SMILES: [N+:13](=[O:14])([O-:15])[c:16]1[cH:17][cH:18][c:19]([S:22](=[O:23])(=[O:24])[Cl:25])[cH:20][cH:21]1.[NH2:1][c:2]1[s:3][cH:4][c:5]([CH2:7][C:8](=[O:9])[O:10][CH2:11][CH3:12])[n:6]1>>[NH:1]([c:2]1[s:3][cH:4][c:5]([CH2:7][C:8](=[O:9])[O:10][CH2:11][CH3:12])[n:6]1)[S:22]([c:19]1[cH:18][cH:17][c:16]([N+:13](=[O:14])[O-:15])[cH:21][cH:20]1)(=[O:23])=[O:24]. Solvent: CN(C)C=O (DMF). Conditions: temperature 100 celsius. Reagents/catalysts: C=1C=CC(=CC1)[P](C=2C=CC=CC2)(C=3C=CC=CC3)[Pd]([P](C=4C=CC=CC4)(C=5C=CC=CC5)C=6C=CC=CC6)([P](C=7C=CC=CC7)(C=8C=CC=CC8)C=9C=CC=CC9)[P](C=1C=CC=CC1)(C=1C=CC=CC1)C=1C=CC=CC1 (tetrakis(triphenylphosphine)palladium(0)). Procedure details: A stirred solution of 2-[(S)-1-phenylethylamino]-4-[5-(tributylstannyl)-benzimidazol-1-yl]pyrimidine (27 mg), 3-bromopyridine (44 μL) and tetrakis(triphenylphosphine)palladium(0) (0.5 mg) in DMF (4 mL) was heated and maintained at 100° C. overnight. The reaction mixture was cooled and transferred to a separatory funnel containing 100 mL ether plus 25 mL ethyl acetate. The organic layer was washed 3× with water and 1× with brine. The organic layer was dried over anhydrous MgSO4, filtered and conc... As a reaction SMILES: [C:1]1([C@@H:7]([NH:9][C:10]2[N:15]=[C:14]([N:16]3[C:20]4[CH:21]=[CH:22][C:23]([Sn](CCCC)(CCCC)CCCC)=[CH:24][C:19]=4[N:18]=[CH:17]3)[CH:13]=[CH:12][N:11]=2)[CH3:8])[CH:6]=[CH:5][CH:4]=[CH:3][CH:2]=1.Br[C:39]1[CH:40]=[N:41][CH:42]=[CH:43][CH:44]=1.CCOCC.C(OCC)(=O)C>CN(C=O)C.C1C=CC([P]([Pd]([P](C2C=CC=CC=2)(C2C=CC=CC=2)C2C=CC=CC=2)([P](C2C=CC=CC=2)(C2C=CC=CC=2)C2C=CC=CC=2)[P](C2C=CC=CC=2)(C2C=CC=CC=2)C2C=CC=CC=2)(C2C=CC=CC=2)C2C=CC=CC=2)=CC=1>[C:1]1([C@@H:7]([NH:9][C:10]2[N:15]=[C:14]([N:16]3[C:20]4[CH:21]=[CH:22][C:23]([C:39]5[CH:40]=[N:41][CH:42]=[CH:43][CH:44]=5)=[CH:24][C:19]=4[N:18]=[CH:17]3)[CH:13]=[CH:12][N:11]=2)[CH3:8])[CH:2]=[CH:3][CH:4]=[CH:5][CH:6]=1 |^1:64,66,85,104|. Reactants: C1(=CC=CC=C1)[C@H](C)NC1=NC=CC(=N1)N1C=NC2=C1C=CC(=C2)[Sn](CCCC)(CCCC)CCCC (2-[(S)-1-phenylethylamino]-4-[5-(tributylstannyl)-benzimidazol-1-yl]pyrimidine), BrC=1C=NC=CC1 (3-bromopyridine), CCOCC (ether), C(C)(=O)OCC (ethyl acetate). The product is C1(=CC=CC=C1)[C@H](C)NC1=NC=CC(=N1)N1C=NC2=C1C=CC(=C2)C=2C=NC=CC2 (2-[(S)-1-Phenylethylamino]-4-[5-(pyridin-3-yl)-benzimidazol-1-yl]pyrimidine). Reactants: BrB(Br)Br, COC(=O)C1Cc2cc(OC)cc(OC)c2C(=O)CS1, ClCCl, O. RXN SMILES: [B:21]([Br:22])([Br:23])[Br:24].[CH3:1][O:2][c:3]1[cH:4][c:5]([O:19][CH3:20])[cH:6][c:7]2[c:13]1[C:12](=[O:14])[CH2:11][S:10][CH:9]([C:15](=[O:16])[O:17][CH3:18])[CH2:8]2.[Cl:26][CH2:27][Cl:28].[OH2:25]>>[OH:2][c:3]1[cH:4][c:5]([O:19][CH3:20])[cH:6][c:7]2[c:13]1[C:12](=[O:14])[CH2:11][S:10][CH:9]([C:15](=[O:16])[O:17][CH3:18])[CH2:8]2. The product is COC(=O)C1Cc2cc(OC)cc(O)c2C(=O)CS1. Yields the product CC(C)(C)c1ccc(C(=O)NCCc2ccc(Cl)c(Cl)c2)c(Cl)c1. Reaction SMILES: [C:1]([CH3:2])([CH3:3])([CH3:4])[c:5]1[cH:6][c:7]([Cl:19])[c:8]([O:11][S:12]([C:13]([F:14])([F:15])[F:16])(=[O:17])=[O:18])[cH:9][cH:10]1.[C:65]([O-:66])(=[O:67])[CH3:68].[C:70]([O-:71])(=[O:72])[CH3:73].[Cl:20][c:21]1[cH:22][c:23]([CH2:28][CH2:29][NH2:30])[cH:24][cH:25][c:26]1[Cl:27].[O:60]=[CH:61][N:62]([CH3:63])[CH3:64].[P:31]([CH2:32][CH2:33][CH2:34][P:35]([c:36]1[cH:37][cH:38][cH:39][cH:40][cH:41]1)[c:42]1[cH:43][cH:44][cH:45][cH:46][cH:47]1)([c:48]1[cH:49][cH:50][cH:51][cH:52][cH:53]1)[c:54]1[cH:55][cH:56][cH:57][cH:58][cH:59]1.[Pd+2:69]>>[C:1]([CH3:2])([CH3:3])([CH3:4])[c:5]1[cH:6][c:7]([Cl:19])[c:8]([C:61]([NH:30][CH2:29][CH2:28][c:23]2[cH:22][c:21]([Cl:20])[c:26]([Cl:27])[cH:25][cH:24]2)=[O:60])[cH:9][cH:10]1. The reactants are CC(C)(C)c1ccc(OS(=O)(=O)C(F)(F)F)c(Cl)c1, CC(=O)[O-], CC(=O)[O-], NCCc1ccc(Cl)c(Cl)c1, CN(C)C=O, c1ccc(P(CCCP(c2ccccc2)c2ccccc2)c2ccccc2)cc1, [Pd+2]. Reactants: OCCBr, CC(O)Br, O=C([O-])[O-], CC#N, FCCN1CCNCC1, [K+], [K+]. Yields the product OCCN1CCN(CCF)CC1. RXN SMILES: [Br:16][CH2:17][CH2:18][OH:19].[Br:20][CH:21]([OH:22])[CH3:23].[C:10](=[O:11])([O-:12])[O-:13].[CH3:24][C:25]#[N:26].[F:1][CH2:2][CH2:3][N:4]1[CH2:5][CH2:6][NH:7][CH2:8][CH2:9]1.[K+:14].[K+:15]>>[F:1][CH2:2][CH2:3][N:4]1[CH2:5][CH2:6][N:7]([CH2:17][CH2:18][OH:19])[CH2:8][CH2:9]1.